This data is from the Open Reaction Database (ORD), a public repository of structured organic reaction records. The task is: describe an organic reaction: reactants, conditions, products, and yield The reactants are O1CCOCC1 (1,4-Dioxane), CC(C)(C)C(C(=O)[O-])OC1CCCCC=2N=C(N(C21)CC2=CC(=C(C=C2)Cl)Cl)C(C)C (1,1-dimethylethyl{[3-[(3,4-dichlorophenyl)methyl]-2-(1-methylethyl)-3,4,5,6,7,8-hexahydrocyclohepta[d]imidazol-4-yl]oxy}acetate), methyl ester. The solvent is Cl (HCl). Conditions: time 8 hour. Yields the product Cl.ClC=1C=C(C=CC1Cl)CN1C(=NC2=C1C(CCCC2)OCC(=O)O)C(C)C ({[3-[(3,4-dichlorophenyl)methyl]-2-(1-methylethyl)-3,4,5,6,7,8-hexahydrocyclohepta[d]imidazol-4-yl]oxy}acetic acid hydrochloride). As a reaction SMILES: CC([CH:5]([O:9][CH:10]1[C:19]2[N:18]([CH2:20][C:21]3[CH:26]=[CH:25][C:24]([Cl:27])=[C:23]([Cl:28])[CH:22]=3)[C:17]([CH:29]([CH3:31])[CH3:30])=[N:16][C:15]=2[CH2:14][CH2:13][CH2:12][CH2:11]1)[C:6]([O-:8])=[O:7])(C)C.O1CCOCC1>Cl>[ClH:27].[Cl:28][C:23]1[CH:22]=[C:21]([CH2:20][N:18]2[C:19]3[CH:10]([O:9][CH2:5][C:6]([OH:8])=[O:7])[CH2:11][CH2:12][CH2:13][CH2:14][C:15]=3[N:16]=[C:17]2[CH:29]([CH3:31])[CH3:30])[CH:26]=[CH:25][C:24]=1[Cl:27] |f:3.4|. Procedure: Intermediate 71 (0.210 g) was stirred in HCl (0.899 mL) and 1,4-Dioxane (0.9 mL) for 1 hour under an atmosphere of Nitrogen. The reaction was allowed to stir overnight. LCMS showed 60% conversion to the product. The reaction mixture was allowed to stir over a second night. LCMS showed further conversion to the product. The sample was concentrated in vacuo and then re-dissolved in 2 mL of a 1:1 mixture of ACN:H2O. An aminopropyl column was washed with 2 CV of ACN:H2O (1:1), then the sample was lo... The product is C(C)(=O)C1=CC=C(O1)CN1N=CC(=N1)NC(=O)C=1N=COC1C1=CC=C(C=C1)Cl (5-(4-Chloro-phenyl)-oxazole-4-carboxylic acid [2-(5-acetyl-furan-2-ylmethyl)-2H-[1,2,3]triazol-4-yl]-amide). Starting materials: CC1(OCCO1)C1=CC=C(O1)CN1N=CC(=N1)N (2-[5-(2-methyl-[1,3]dioxolan-2-yl)-furan-2-ylmethyl]-2H-[1,2,3]triazol-4-ylamine), ClC1=CC=C(C=C1)C1=C(N=CO1)C(=O)O (5-(4-chloro-phenyl)-oxazole-4-carboxylic acid). Procedure details: Following general procedure A followed by L, starting from 2-[5-(2-methyl-[1,3]dioxolan-2-yl)-furan-2-ylmethyl]-2H-[1,2,3]triazol-4-ylamine and 5-(4-chloro-phenyl)-oxazole-4-carboxylic acid. As a reaction SMILES: [CH3:1][C:2]1([C:7]2[O:11][C:10]([CH2:12][N:13]3[N:17]=[C:16]([NH2:18])[CH:15]=[N:14]3)=[CH:9][CH:8]=2)[O:6]CCO1.[Cl:19][C:20]1[CH:25]=[CH:24][C:23]([C:26]2[O:30][CH:29]=[N:28][C:27]=2[C:31](O)=[O:32])=[CH:22][CH:21]=1>>[C:2]([C:7]1[O:11][C:10]([CH2:12][N:13]2[N:17]=[C:16]([NH:18][C:31]([C:27]3[N:28]=[CH:29][O:30][C:26]=3[C:23]3[CH:24]=[CH:25][C:20]([Cl:19])=[CH:21][CH:22]=3)=[O:32])[CH:15]=[N:14]2)=[CH:9][CH:8]=1)(=[O:6])[CH3:1]. Starting materials: OCCN1CCNCC1 (4-(2-hydroxyethyl)piperazine), ClCCCC1=NOC2=C1C=CC(=C2)F (3-(3-chloropropyl)-6-fluoro-1,2-benzisoxazole), C([O-])([O-])=O.[K+].[K+] (potassium carbonate). The reagents and catalysts are [I-].[K+] (potassium iodide). Run in CN(C=O)C (dimethylformamide). Reaction conditions: temperature 90 celsius, time 5 hour. The product is Cl.Cl.FC1=CC2=C(C(=NO2)CCCN2CCN(CC2)CCO)C=C1 (1-[3-(6-Fluoro-1,2-benzisoxazol-3-yl)propyl]-4-(2-hydroxyethyl)piperazine dihydrochloride). The yield is 75.5%. Reaction SMILES: [OH:1][CH2:2][CH2:3][N:4]1[CH2:9][CH2:8][NH:7][CH2:6][CH2:5]1.[Cl:10][CH2:11][CH2:12][CH2:13][C:14]1[C:18]2[CH:19]=[CH:20][C:21]([F:23])=[CH:22][C:17]=2[O:16][N:15]=1.C(=O)([O-])[O-].[K+].[K+]>[I-].[K+].CN(C)C=O>[ClH:10].[ClH:10].[F:23][C:21]1[CH:20]=[CH:19][C:18]2[C:14]([CH2:13][CH2:12][CH2:11][N:7]3[CH2:8][CH2:9][N:4]([CH2:3][CH2:2][OH:1])[CH2:5][CH2:6]3)=[N:15][O:16][C:17]=2[CH:22]=1 |f:2.3.4,5.6,8.9.10|. Reported procedure: To 50 ml of dimethylformamide was added 2.6 g of 4-(2-hydroxyethyl)piperazine, 6.4 g of 3-(3-chloropropyl)-6-fluoro-1,2-benzisoxazole, 10.0 g of milled potassium carbonate, and 0.01 g of potassium iodide. The mixture was stirred at 90° C. for five hrs, cooled, filtered, and evaporated to an oil. The oil was stirred with 100 ml water for ten mins, and extracted with ether. The ether extract was washed with water (2×), saturated sodium chloride solution, and dried over anhydrous magnesium sulfate.... The reactants are C(CCCCC(=O)O)(=O)O (adipic acid). Run in C1=CC=CC=C1 (benzene). Yields the product C1=CCCCC1 (cyclohexene), C1(CCCCC1)O (cyclohexanol). As a reaction SMILES: [C:1]([OH:10])(=O)[CH2:2][CH2:3][CH2:4][CH2:5][C:6](O)=O>C1C=CC=CC=1>[CH:1]1[CH2:2][CH2:3][CH2:4][CH2:5][CH:6]=1.[CH:1]1([OH:10])[CH2:2][CH2:3][CH2:4][CH2:5][CH2:6]1. Procedure: The preparation of adipic acid is also carried out commercially by the selective hydrogenation of benzene to form cyclohexene, separation of the cyclohexene from the unconverted benzene and the over-hydrogenated cyclohexane by extractive distillation, then hydration of cyclohexene to form cyclohexanol, and the nitric acid oxidation of the cyclohexanol to adipic acid. See for example Kagaku Kogaku (Chemical Technology), vol. 55, No. 5, pp 382-385 (1991); "Technology for Manufacturing Cyclohexanol... Reactants: ClC1=NC=C(C(=N1)NC)C(F)(F)F (2-chloro-N-methyl-5-(trifluoromethyl)pyrimidin-4-amine), BrC1=CC(=C(N)C=C1)OC (4-bromo-2-methoxyaniline), C1(=CC=C(C=C1)S(=O)(=O)O)C (p-toluene sulphonic acid). Run in O1CCOCC1 (dioxane). Run at temperature 100 celsius. Product: BrC1=CC(=C(C=C1)NC1=NC=C(C(=N1)NC)C(F)(F)F)OC (N2-(4-bromo-2-methoxyphenyl)-N4-methyl-5-(trifluoromethyl)pyrimidine-2,4-diamine). The yield is 914.0%. Reaction SMILES: Cl[C:2]1[N:7]=[C:6]([NH:8][CH3:9])[C:5]([C:10]([F:13])([F:12])[F:11])=[CH:4][N:3]=1.[Br:14][C:15]1[CH:21]=[CH:20][C:18]([NH2:19])=[C:17]([O:22][CH3:23])[CH:16]=1.C1(C)C=CC(S(O)(=O)=O)=CC=1>O1CCOCC1>[Br:14][C:15]1[CH:21]=[CH:20][C:18]([NH:19][C:2]2[N:7]=[C:6]([NH:8][CH3:9])[C:5]([C:10]([F:13])([F:12])[F:11])=[CH:4][N:3]=2)=[C:17]([O:22][CH3:23])[CH:16]=1. Procedure details: A mixture of 2-chloro-N-methyl-5-(trifluoromethyl)pyrimidin-4-amine (0.5 g, 2.36 mmol), 4-bromo-2-methoxyaniline (0.72 g, 0.38 mmol) and p-toluene sulphonic acid (0.49 g, 2.6 mmol) in dioxane (10 mL) was heated at 100° C. for 2 h. The mixture was cooled, filtered and the solid washed with dioxane. The solid was dried in a vacuum oven to give crude N2-(4-bromo-2-methoxyphenyl)-N4-methyl-5-(trifluoromethyl)pyrimidine-2,4-diamine (1.31 g) which was used in the next step without any further purifica...